From a dataset of the Open Reaction Database (ORD), a public repository of structured organic reaction records. describe an organic reaction: reactants, conditions, products, and yield Reactants: Brc1cncnc1, O=C([O-])[O-], CCOC(=O)c1nc(C2CC2)ccc1N, ClCCl, Cc1ccccc1C, [K+], [K+], CC(=O)[O-], CC(=O)[O-], O, [Pd+2], CC1(C)c2cccc(P(c3ccccc3)c3ccccc3)c2Oc2c(P(c3ccccc3)c3ccccc3)cccc21. The product is CCOC(=O)c1nc(C2CC2)ccc1Nc1cncnc1. As a reaction SMILES: [Br:16][c:17]1[cH:18][n:19][cH:20][n:21][cH:22]1.[C:24](=[O:25])([O-:26])[O-:27].[CH2:1]([CH3:2])[O:3][C:4](=[O:5])[c:6]1[n:7][c:8]([CH:13]2[CH2:14][CH2:15]2)[cH:9][cH:10][c:11]1[NH2:12].[CH2:80]([Cl:81])[Cl:82].[CH3:72][c:73]1[c:74]([CH3:75])[cH:76][cH:77][cH:78][cH:79]1.[K+:28].[K+:29].[O-:84][C:85]([CH3:86])=[O:87].[O-:88][C:89]([CH3:90])=[O:91].[OH2:23].[Pd+2:83].[c:30]1([P:31]([c:32]2[cH:33][cH:34][cH:35][cH:36][cH:37]2)[c:38]2[c:39]3[c:63]([cH:64][cH:65][cH:66]2)[C:60]([CH3:61])([CH3:62])[c:42]2[c:41]([c:46]([P:47]([c:48]4[cH:49][cH:50][cH:51][cH:52][cH:53]4)[c:54]4[cH:55][cH:56][cH:57][cH:58][cH:59]4)[cH:45][cH:44][cH:43]2)[O:40]3)[cH:67][cH:68][cH:69][cH:70][cH:71]1>>[CH2:1]([CH3:2])[O:3][C:4](=[O:5])[c:6]1[n:7][c:8]([CH:13]2[CH2:14][CH2:15]2)[cH:9][cH:10][c:11]1[NH:12][c:17]1[cH:18][n:19][cH:20][n:21][cH:22]1. Starting materials: [NH4+].[Cl-] (NH4Cl), C(C)CC(=O)O[C@H]1[C@@H](O[C@@H]([C@H]1OCC1=C(C=C(C=C1)Cl)Cl)COCC1=C(C=C(C=C1)Cl)Cl)N1C(=O)NC(=O)C(C)=C1 (1-[2′-O-(2-Ethylacetyl)-3′,5′-bis-O-(2,4-dichlorobenzyl)-β-D-ribofuranosyl]thymine), CCO (EtOH), [BH4-].[Na+] (NaBH4), [BH4-].[Na+] (NaBH4), C(=O)(O)[O-].[Na+] (NaHCO3). Run in C(Cl)Cl (CH2Cl2), C(Cl)Cl (CH2Cl2). Conditions: time 1 hour. Yields the product OCCO[C@H]1[C@@H](O[C@@H]([C@H]1OCC1=C(C=C(C=C1)Cl)Cl)COCC1=C(C=C(C=C1)Cl)Cl)N1C(=O)NC(=O)C(C)=C1 (1-[2′-O-(2-hydroxyethyl)-3′,5′-bis-O-(2,4-dichlorobenzyl)-β-D-ribofuranosyl]thymine). Yield: 90.0%. RXN SMILES: C(CC([O:6][C@@H:7]1[C@H:11]([O:12][CH2:13][C:14]2[CH:19]=[CH:18][C:17]([Cl:20])=[CH:16][C:15]=2[Cl:21])[C@@H:10]([CH2:22][O:23][CH2:24][C:25]2[CH:30]=[CH:29][C:28]([Cl:31])=[CH:27][C:26]=2[Cl:32])[O:9][C@H:8]1[N:33]1[CH:41]=[C:39]([CH3:40])[C:37](=[O:38])[NH:36][C:34]1=[O:35])=O)C.[BH4-].[Na+].[NH4+].[Cl-].C([O-])(O)=O.[Na+].[CH3:51][CH2:52][OH:53]>C(Cl)Cl>[OH:53][CH2:52][CH2:51][O:6][C@@H:7]1[C@H:22]([O:23][CH2:24][C:25]2[CH:30]=[CH:29][C:28]([Cl:31])=[CH:27][C:26]=2[Cl:32])[C@@H:10]([CH2:11][O:12][CH2:13][C:14]2[CH:19]=[CH:18][C:17]([Cl:20])=[CH:16][C:15]=2[Cl:21])[O:9][C@H:8]1[N:33]1[CH:41]=[C:39]([CH3:40])[C:37](=[O:38])[NH:36][C:34]1=[O:35] |f:1.2,3.4,5.6|. Procedure: 1-[2′-O-(2-Ethylacetyl)-3′,5′-bis-O-(2,4-dichlorobenzyl)-β-D-ribofuranosyl]thymine (9.92 g, 15.0 mmol) was dissolved in hot EtOH (150 mL) and the solution was cooled to ambient temperature in a water bath. To the solution was cautiously added NaBH4 (1.13 g, 30.0 mmol) over 10 minutes. After 3 hours additional NaBH4 (282 mg, 7.45 mmol) was added the mixture was stirred for 1 hour and left to stand for 8 hours. The pH was adjusted to 4 by addition of Saturated NH4Cl (25 mL) to give a gum. The solv... Starting materials: CO (MeOH), C(C)(C)(C)C=1C=C2C=NN(C(C2=CC1)=O)C=1C(=C(C=CC1)N1N=C(C(=C1)C#N)NC(C1=CC=CC=C1)(C1=CC=CC=C1)C1=CC=CC=C1)CO (1-(3-(6-tert-butyl-1-oxophthalazin-2(1H)-yl)-2-(hydroxymethyl)phenyl)-3-(tritylamino)-1H-pyrazole-4-carbonitrile), Cl (HCl). Solvent: CCOCC (Et2O). Conditions: temperature 0 celsius, time 30 minute. Product: NC1=NN(C=C1C#N)C1=C(C(=CC=C1)N1C(C2=CC=C(C=C2C=N1)C(C)(C)C)=O)CO (3-Amino-1-[3-(6-tert-butyl-1-oxo-1H-phthalazin-2-yl)-2-hydroxymethyl-phenyl]-1H-pyrazole-4-carbonitril). Isolated yield 73.8%. As a reaction SMILES: [C:1]([C:5]1[CH:6]=[C:7]2[C:12](=[CH:13][CH:14]=1)[C:11](=[O:15])[N:10]([C:16]1[C:17]([CH2:49][OH:50])=[C:18]([N:22]3[CH:26]=[C:25]([C:27]#[N:28])[C:24]([NH:29]C(C4C=CC=CC=4)(C4C=CC=CC=4)C4C=CC=CC=4)=[N:23]3)[CH:19]=[CH:20][CH:21]=1)[N:9]=[CH:8]2)([CH3:4])([CH3:3])[CH3:2].CO.Cl>CCOCC>[NH2:29][C:24]1[C:25]([C:27]#[N:28])=[CH:26][N:22]([C:18]2[CH:19]=[CH:20][CH:21]=[C:16]([N:10]3[N:9]=[CH:8][C:7]4[C:12](=[CH:13][CH:14]=[C:5]([C:1]([CH3:2])([CH3:3])[CH3:4])[CH:6]=4)[C:11]3=[O:15])[C:17]=2[CH2:49][OH:50])[N:23]=1. Procedure: 1-(3-(6-tert-butyl-1-oxophthalazin-2(1H)-yl)-2-(hydroxymethyl)phenyl)-3-(tritylamino)-1H-pyrazole-4-carbonitrile (382 mg 0.582 mmol) was dissolved in Et2O (30 mL) and cooled to 0° C. in. MeOH (2 mL) was added followed by saturated ethereal HCl (2 mL, prepared by bubbling HCl gas into 100 mL of ether). The reaction mixture was allowed to stir at 0° C. for 30 minutes, after which, it was judged to be complete by TLC. The volatiles were removed in vacuo and residue was partitioned between saturated...